describe an organic reaction: reactants, conditions, products, and yield From a dataset of the Open Reaction Database (ORD), a public repository of structured organic reaction records. The reactants are C(C)(=O)NC1=NC=CC(=C1)C1=C(N=C(N1C)SCCC(=O)OCC)C1=CC=C(C=C1)F (ethyl 3-[5-(2-acetylaminopyridin-4-yl)-4-(4-fluorophenyl)-1-methyl-1H-imidazol-2-ylsulfanyl]propionate), [OH-].[Na+] (NaOH). Run in Cl (HCl). Run at time 6 hour. Product: NC1=NC=CC(=C1)C1=C(N=C(N1C)SCCC(=O)O)C1=CC=C(C=C1)F (3-[5-(2-aminopyridin-4-yl)-4-(4-fluorophenyl)-1-methyl-1H-imidazol-2-ylsulfanyl]propionic acid). Reaction SMILES: C([NH:4][C:5]1[CH:10]=[C:9]([C:11]2[N:15]([CH3:16])[C:14]([S:17][CH2:18][CH2:19][C:20]([O:22]CC)=[O:21])=[N:13][C:12]=2[C:25]2[CH:30]=[CH:29][C:28]([F:31])=[CH:27][CH:26]=2)[CH:8]=[CH:7][N:6]=1)(=O)C.[OH-].[Na+]>Cl>[NH2:4][C:5]1[CH:10]=[C:9]([C:11]2[N:15]([CH3:16])[C:14]([S:17][CH2:18][CH2:19][C:20]([OH:22])=[O:21])=[N:13][C:12]=2[C:25]2[CH:26]=[CH:27][C:28]([F:31])=[CH:29][CH:30]=2)[CH:8]=[CH:7][N:6]=1 |f:1.2|. Procedure: 50 ml of HCl 10% are added to ethyl 3-[5-(2-acetylaminopyridin-4-yl)-4-(4-fluorophenyl)-1-methyl-1H-imidazol-2-ylsulfanyl]propionate (0.67 mmol/0.297 g), and the mixture is stirred at room temperature for 6 h. The mixture is then slowly neutralized using 2N NaOH, resulting in the precipitation of 3-[5-(2-aminopyridin-4-yl)-4-(4-fluorophenyl)-1-methyl-1H-imidazol-2-ylsulfanyl]propionic acid as a whitish powder. The precipitate is filtered off with suction, washed with a little ice-cold water and ... Starting materials: [Ag+], N#Cc1ccc(Br)c(C(Br)Br)c1, CCO, O=[N+]([O-])[O-], O. Yields the product N#Cc1ccc(Br)c(C=O)c1. RXN SMILES: [Ag+:21].[Br:1][c:2]1[c:3]([CH:10]([Br:11])[Br:12])[cH:4][c:5]([C:6]#[N:7])[cH:8][cH:9]1.[CH3:13][CH2:14][OH:15].[N+:17]([O-:18])([O-:19])=[O:20].[OH2:16]>>[Br:1][c:2]1[c:3]([CH:10]=[O:15])[cH:4][c:5]([C:6]#[N:7])[cH:8][cH:9]1. The reactants are FC1=CC=C(C=C1)N1C(=NC=C1C(=O)O)S(=O)CC1=C(C(=CC=C1F)F)F (1-(4-Fluorophenyl)-2-((2,3,6-trifluorobenzyl)sulfinyl)-1H-imidazole-5-carboxylic acid), ClC1=C(CCSC=2N(C(=CN2)C(=O)OCC)C2=CC=C(C=C2)F)C(=CC=C1)F (Ethyl 2-((2-chloro-6-fluorophenethyl)thio)-1-(4-fluorophenyl)-1H-imidazole-5-carboxylate), C1=CC(=CC(=C1)Cl)C(=O)OO (m-CPBA), C(Cl)Cl (CH2Cl2). Product: ClC1=C(CCS(=O)(=O)C=2N(C(=CN2)C(=O)OCC)C2=CC=C(C=C2)F)C(=CC=C1)F (Ethyl 2-((2-chloro-6-fluorophenethyl)sulfonyl)-1-(4-fluorophenyl)-1H-imidazole-5-carboxylate). Reaction SMILES: [F:1][C:2]1[CH:7]=[CH:6][C:5]([N:8]2[C:12]([C:13]([OH:15])=[O:14])=[CH:11][N:10]=[C:9]2[S:16]([CH2:18][C:19]2[C:24](F)=[CH:23][CH:22]=[C:21]([F:26])[C:20]=2F)=[O:17])=[CH:4][CH:3]=1.Cl[C:29]1C=CC=C(F)[C:30]=1CCSC1N(C2C=CC(F)=CC=2)C(C(OCC)=O)=CN=1.C1C=C(Cl)C=C(C(OO)=[O:64])C=1.[CH2:67]([Cl:69])Cl>>[Cl:69][C:67]1[CH:24]=[CH:23][CH:22]=[C:21]([F:26])[C:20]=1[CH2:19][CH2:18][S:16]([C:9]1[N:8]([C:5]2[CH:6]=[CH:7][C:2]([F:1])=[CH:3][CH:4]=2)[C:12]([C:13]([O:15][CH2:29][CH3:30])=[O:14])=[CH:11][N:10]=1)(=[O:17])=[O:64]. Procedure: Ethyl 2-((2-chloro-6-fluorophenethyl)sulfonyl)-1-(4-fluorophenyl)-1H-imidazole-5-carboxylate (54) was prepared in a similar manner as that described for the synthesis of compound 20 using ethyl 2-((2-chloro-6-fluorophenethyl)thio)-1-(4-fluorophenyl)-1H-imidazole-5-carboxylate (53) (100 mg, 0.236 mmol), m-CPBA (122 mg, 0.708 mmol) in CH2Cl2 (10 mL). The reactants are CC=CC(=O)C1=C(C)C=CCC1(C)C, C1COCCO1. Product: CC1=CC(=O)C2C(C)(C)CC=CC12C. Reaction SMILES: [CH3:1][C:2]1=[C:3]([C:10]([CH:11]=[CH:12][CH3:13])=[O:14])[C:4]([CH3:8])([CH3:9])[CH2:5][CH:6]=[CH:7]1.[O:15]1[CH2:16][CH2:17][O:18][CH2:19][CH2:20]1>>[CH3:1][C:2]12[CH:3]([C:4]([CH3:8])([CH3:9])[CH2:5][CH:6]=[CH:7]1)[C:10](=[O:14])[CH:11]=[C:12]2[CH3:13]. Reactants: ClC1=C(C=C(C=C1)I)Cl (1,2-dichloro-4-iodobenzene), C(=O)=O (carbon dioxide), C(CCC)[Li] (n-Butyllithium), C(C)(C)NC(C)C (diisopropylamine). The solvent is C1CCOC1 (THF), O (water). Reaction conditions: temperature -78 celsius, time 30 minute. Yields the product ClC1=C(C(=O)O)C(=CC=C1Cl)I (2,3-Dichloro-6-iodobenzoic acid). RXN SMILES: C([Li])CCC.C(NC(C)C)(C)C.[Cl:13][C:14]1[CH:19]=[CH:18][C:17]([I:20])=[CH:16][C:15]=1[Cl:21].[C:22](=[O:24])=[O:23]>C1COCC1.O>[Cl:21][C:15]1[C:14]([Cl:13])=[CH:19][CH:18]=[C:17]([I:20])[C:16]=1[C:22]([OH:24])=[O:23]. Reported procedure: n-Butyllithium (1.45M solution in hexane, 19.4 mmol, 13.4 ml) was added dropwise to a stirred solution of diisopropylamine (21.4 mmol, 3.0 ml) in THF (90 ml) at 0° C. After 30 minutes, the solution was cooled to −78° C. and a solution of 1,2-dichloro-4-iodobenzene (5.30 g, 19.4 mmol) in TIF (10 ml) was added dropwise. After 10 minutes, solid carbon dioxide was added cautiously and the allowed to warm to room temperature over 16 h. The mixture was diluted with water and extracted twice with ethyl... The reactants are CS(=O)(=O)O (methanesulfonic acid), C(C)(C)(C)C1=C(C=CC2=C1CC(O2)C)O (4-t-butyl-5-hydroxy-2-methyl-2,3-dihydrobenzofuran), ice water. Solvent: C(C)(C)(C)O (t-butyl alcohol), C(Cl)(Cl)Cl (chloroform). Run at temperature 0 celsius, time 10 minute. Yields the product C(C)(C)(C)C1=C(C=C(C2=C1CC(O2)C)C(C)(C)C)O (4,7-di-t-butyl-5-hydroxy-2-methyl-2,3-dihydrobenzofuran). The yield is 112.3%. Reaction SMILES: CS(O)(=O)=O.[C:6]([C:10]1[C:15]2[CH2:16][CH:17]([CH3:19])[O:18][C:14]=2[CH:13]=[CH:12][C:11]=1[OH:20])([CH3:9])([CH3:8])[CH3:7]>C(O)(C)(C)C.C(Cl)(Cl)Cl>[C:6]([C:10]1[C:15]2[CH2:16][CH:17]([CH3:19])[O:18][C:14]=2[C:13]([C:6]([CH3:9])([CH3:8])[CH3:7])=[CH:12][C:11]=1[OH:20])([CH3:9])([CH3:7])[CH3:8]. Procedure: Under ice-cooling, 3 ml of methanesulfonic acid was added dropwise to a solution of 0.77 g of 4-t-butyl-5-hydroxy-2-methyl-2,3-dihydrobenzofuran in 1.5 g of t-butyl alcohol and 6 ml of chloroform. After stirring at 0° C. for 10 minutes, the mixture was poured into ice water and extracted with ethyl acetate. The extracted layers were washed with a saturated aqueous sodium bicarbonate solution, dried over anhydrous magnesium sulfate and then concentrated. The concentrate was purified by silica gel... Reactants: FC1=C(C=CC(=C1)N1S(CC[C@H]1C)(=O)=O)C(=O)N1CCN(CC1)C1=NC(=C(C=C1C)C)C ((R)-[2-fluoro-4-(3-methyl-1,1-dioxo-1λ6-isothiazolidin-2-yl)phenyl][4-(3,5,6-trimethylpyridin-2-yl)piperazin-1-yl]methanone), Cl.C(C)(=O)OCC (hydrogen chloride ethyl acetate). Run in C(C)(=O)OCC (ethyl acetate). Product: Cl.FC1=C(C=CC(=C1)N1S(CC[C@H]1C)(=O)=O)C(=O)N1CCN(CC1)C1=NC(=C(C=C1C)C)C ((R)-[2-fluoro-4-(3-methyl-1,1-dioxo-1λ6-isothiazolidin-2-yl)phenyl][4-(3,5,6-trimethylpyridin-2-yl)piperazin-1-yl]methanone hydrochloride). Reaction SMILES: [F:1][C:2]1[CH:7]=[C:6]([N:8]2[C@H:12]([CH3:13])[CH2:11][CH2:10][S:9]2(=[O:15])=[O:14])[CH:5]=[CH:4][C:3]=1[C:16]([N:18]1[CH2:23][CH2:22][N:21]([C:24]2[C:29]([CH3:30])=[CH:28][C:27]([CH3:31])=[C:26]([CH3:32])[N:25]=2)[CH2:20][CH2:19]1)=[O:17].[ClH:33].C(OCC)(=O)C>C(OCC)(=O)C>[ClH:33].[F:1][C:2]1[CH:7]=[C:6]([N:8]2[C@H:12]([CH3:13])[CH2:11][CH2:10][S:9]2(=[O:15])=[O:14])[CH:5]=[CH:4][C:3]=1[C:16]([N:18]1[CH2:19][CH2:20][N:21]([C:24]2[C:29]([CH3:30])=[CH:28][C:27]([CH3:31])=[C:26]([CH3:32])[N:25]=2)[CH2:22][CH2:23]1)=[O:17] |f:1.2,4.5|. Procedure details: To a mixture of (4-bromo-2-fluorophenyl)[4-(3,5,6-trimethylpyridin-2-yl)piperazin-1-yl]methanone (322 mg) described in Preparation Example 128, (R)-3-methylisothiazolidine 1,1-dioxide (107 mg) described in Preparation Example 2, potassium carbonate (220 mg), copper(I) iodide (76 mg) and potassium iodide (132 mg) were added toluene (1 mL) and N,N′-dimethylethylenediamine (80 μL), and the mixture was stirred with heating under reflux for 8 hr. The reaction mixture was cooled, water was added, the ... Reagents/catalysts: [Pd] (palladium on carbon). Procedure: To a solution of 10.9 g of N,N-dipropyl-2-[[tetrahydro-5-[(phenylmethoxy)methyl]-2-furanyl]methoxy]acetamide (0.03 mole) in 125 ml of glacial acetic acid is added 2.5 g of 10% palladium on carbon. The mixture is hydrogenated at 55 psi over a period of 18 hours (debenzylation reaction taking up 98% of the calculated theory). The mixture is removed and the Pd/C filtered through a pad of "celite" filter aid. The acetic acid is then removed in vacuo yielding a pale yellow oil. The resulting oil is d... Starting materials: C(CC)N(C(COCC1OC(CC1)COCC1=CC=CC=C1)=O)CCC (N,N-dipropyl-2-[[tetrahydro-5-[(phenylmethoxy)methyl]-2-furanyl]methoxy]acetamide). Reaction conditions: time 18 hour. The solvent is C(C)(=O)O (acetic acid), C(C)O (ethanol). Product: C(CC)N(C(COCC1OC(CC1)CO)=O)CCC (N,N-Dipropyl-2-[[tetrahydro-5-(hydroxymethyl)-2-furanyl]methoxy]acetamide). Isolated yield 86.6%. As a reaction SMILES: [CH2:1]([N:4]([CH2:24][CH2:25][CH3:26])[C:5](=[O:23])[CH2:6][O:7][CH2:8][CH:9]1[CH2:13][CH2:12][CH:11]([CH2:14][O:15]CC2C=CC=CC=2)[O:10]1)[CH2:2][CH3:3]>C(O)(=O)C.[Pd].C(O)C>[CH2:24]([N:4]([CH2:1][CH2:2][CH3:3])[C:5](=[O:23])[CH2:6][O:7][CH2:8][CH:9]1[CH2:13][CH2:12][CH:11]([CH2:14][OH:15])[O:10]1)[CH2:25][CH3:26]. Starting materials: CCCC[N+](CCCC)(CCCC)CCCC, C1COCCO1, C=CS(=O)(=O)C=C, O=C1C=CC(=O)N1, [OH-]. Yields the product C=CS(=O)(=O)CCN1C(=O)C=CC1=O. RXN SMILES: [CH2:16]([N+:17]([CH2:18][CH2:19][CH2:20][CH3:21])([CH2:22][CH2:23][CH2:24][CH3:25])[CH2:26][CH2:27][CH2:28][CH3:29])[CH2:30][CH2:31][CH3:32].[CH2:33]1[O:34][CH2:35][CH2:36][O:37][CH2:38]1.[CH:8](=[CH2:9])[S:10](=[O:11])(=[O:12])[CH:13]=[CH2:14].[O:1]=[C:2]1[NH:3][C:4](=[O:5])[CH:6]=[CH:7]1.[OH-:15]>>[O:1]=[C:2]1[N:3]([CH2:14][CH2:13][S:10]([CH:8]=[CH2:9])(=[O:11])=[O:12])[C:4](=[O:5])[CH:6]=[CH:7]1.